Dataset: the Open Reaction Database (ORD), a public repository of structured organic reaction records. Task: describe an organic reaction: reactants, conditions, products, and yield Reactants: COc1cc2nccc(Oc3ccc(N)cn3)c2cc1OC, CCOC(C)=O, CO, O=C(Cc1ccccc1)N=C=S. Product: COc1cc2nccc(Oc3ccc(NC(=S)NC(=O)Cc4ccccc4)cn3)c2cc1OC. RXN SMILES: [CH3:1][O:2][c:3]1[cH:4][c:5]2[c:6]([O:15][c:16]3[cH:17][cH:18][c:19]([NH2:22])[cH:20][n:21]3)[cH:7][cH:8][n:9][c:10]2[cH:11][c:12]1[O:13][CH3:14].[CH3:35][CH2:36][O:37][C:38]([CH3:39])=[O:40].[CH3:41][OH:42].[c:23]1([CH2:29][C:30](=[O:31])[N:32]=[C:33]=[S:34])[cH:24][cH:25][cH:26][cH:27][cH:28]1>>[CH3:1][O:2][c:3]1[cH:4][c:5]2[c:6]([O:15][c:16]3[cH:17][cH:18][c:19]([NH:22][C:33]([NH:32][C:30]([CH2:29][c:23]4[cH:24][cH:25][cH:26][cH:27][cH:28]4)=[O:31])=[S:34])[cH:20][n:21]3)[cH:7][cH:8][n:9][c:10]2[cH:11][c:12]1[O:13][CH3:14]. Reactants: O=C1OCC(N1)CC1=CC=C(N)C=C1 (4-[(2-oxo-1,3-oxazolidin-4-yl)methyl]aniline), C1(CC1)CN(C1=CC(=NC=N1)C(=O)O)CCC (6-[(cyclopropylmethyl)(propyl)amino]pyrimidine-4-carboxylic acid), C1(CC1)CN(C1=CC(=NC=N1)C(=O)O)CCC (6-[(cyclopropylmethyl)(propyl)amino]pyrimidine-4-carboxylic acid), C(C)(C)N(CC)C(C)C (diisopropylethylamine), ClC(=O)OC (methyl chloroformate). Procedure details: A cooled (0° C.) solution of 6-(cyclopropylmethyl(propyl)amino)pyrimidine-4-carboxylic acid (Intermediate 21, 112 mg; 0.45 mmol) in DCM was treated with diisopropylethylamine (78.4 mL; 0.52 mmol) and methyl chloroformate (36.2 mL; 0.47 mmol). After stirring at 0° C. for 15 minutes, 4-[(2-oxo-1,3-oxazolidin-4-yl)methyl]aniline (Specs, 130 mg; 0.67 mmol) was added and the mixture stirred for 72 hours. The solvent was evaporated and the compound purified by preparative HPLC to give the title compou... Reaction SMILES: [CH:1]1([CH2:4][N:5]([CH2:15][CH2:16][CH3:17])[C:6]2[N:11]=[CH:10][N:9]=[C:8]([C:12]([OH:14])=O)[CH:7]=2)[CH2:3][CH2:2]1.C(N(C(C)C)CC)(C)C.ClC(OC)=O.[O:32]=[C:33]1[NH:37][CH:36]([CH2:38][C:39]2[CH:45]=[CH:44][C:42]([NH2:43])=[CH:41][CH:40]=2)[CH2:35][O:34]1>C(Cl)Cl>[CH:1]1([CH2:4][N:5]([CH2:15][CH2:16][CH3:17])[C:6]2[N:11]=[CH:10][N:9]=[C:8]([C:12]([NH:43][C:42]3[CH:41]=[CH:40][C:39]([CH2:38][CH:36]4[CH2:35][O:34][C:33](=[O:32])[NH:37]4)=[CH:45][CH:44]=3)=[O:14])[CH:7]=2)[CH2:2][CH2:3]1. Solvent: C(Cl)Cl (DCM). Yields the product C1(CC1)CN(C1=CC(=NC=N1)C(=O)NC1=CC=C(C=C1)CC1NC(OC1)=O)CCC (6-[(cyclopropylmethyl)(propyl)amino]-N-{4-[(2-oxo-1,3-oxazolidin-4-yl)methyl]phenyl}pyrimidine-4-carboxamide). Reaction conditions: temperature 0 celsius, time 15 minute. The reactants are ClCCl, Clc1cccc2c1CNCCS2, [O-][I+3]([O-])([O-])[O-], [Na+], O. Product: O=S1CCNCc2c(Cl)cccc21. As a reaction SMILES: [Cl:20][CH2:21][Cl:22].[Cl:7][c:8]1[cH:9][cH:10][cH:11][c:12]2[c:13]1[CH2:14][NH:15][CH2:16][CH2:17][S:18]2.[I+3:1]([O-:2])([O-:3])([O-:4])[O-:5].[Na+:6].[OH2:19]>>[O:2]=[S:18]1[c:12]2[cH:11][cH:10][cH:9][c:8]([Cl:7])[c:13]2[CH2:14][NH:15][CH2:16][CH2:17]1. The reactants are ClC1=NC(=C2N=CN(C2=N1)[C@H]1[C@@H]([C@@H]([C@H](C1)N1N=C(N=N1)CC)O)O)NCC(C1=CC=CC=C1)C1=CC=CC=C1 ((1R,2S,3R,5S)-3-[2-chloro-6-(2,2-diphenyl-ethylamino)-purin-9-yl]-5-(5-ethyl-tetrazol-2-yl)-cyclopentane-1,2-diol), FC(C(=O)O)(F)F.C1(=CC=CC=C1)C(CNC1=C2N=CN(C2=NC(=N1)NCCN1CCCCC1)[C@H]1[C@@H]([C@@H]([C@H](C1)N1N=CC(=C1)CO)O)O)C1=CC=CC=C1 ((1R,2S,3R,5S)-3-[6-(2,2-Diphenyl-ethylamino)-2-(2-piperidin-1-yl-ethylamino)-purin-9-yl]-5-(4-hydroxymethyl-pyrazol-1-yl)-cyclopentane-1,2-diol trifluoroacetate), N1(CCCC1)[C@H]1CNCC1 ((R)-[1,3′]bipyrrolidinyl). Product: Cl.N1(CCCC1)[C@H]1CN(CC1)C1=NC(=C2N=CN(C2=N1)[C@H]1[C@@H]([C@@H]([C@H](C1)N1N=C(N=N1)CC)O)O)NCC(C1=CC=CC=C1)C1=CC=CC=C1 ((1R,2S,3R,5S)-3-[(R)-2-[1,3′]Bipyrrolidinyl-1′-yl-6-(2,2-diphenyl-ethylamino)-purin-9-yl]-5-(5-ethyl-tetrazol-2-yl)-cyclopentane-1,2-diol hydrochloride). As a reaction SMILES: [Cl:1][C:2]1[N:10]=[C:9]2[C:5]([N:6]=[CH:7][N:8]2[C@@H:11]2[CH2:15][C@H:14]([N:16]3[N:20]=[N:19][C:18]([CH2:21][CH3:22])=[N:17]3)[C@@H:13]([OH:23])[C@H:12]2[OH:24])=[C:4]([NH:25][CH2:26][CH:27]([C:34]2[CH:39]=[CH:38][CH:37]=[CH:36][CH:35]=2)[C:28]2[CH:33]=[CH:32][CH:31]=[CH:30][CH:29]=2)[N:3]=1.FC(F)(F)C(O)=O.C1(C(C2C=CC=CC=2)CN[C:56]2[N:64]=[C:63](NCCN3CCCCC3)N=[C:61]3[C:57]=2N=C[N:60]3[C@@H:74]2[CH2:78][C@H:77](N3C=C(CO)C=N3)[C@@H:76](O)[C@H]2O)C=CC=CC=1.N1([C@@H]2CCNC2)CCCC1>>[ClH:1].[N:60]1([C@@H:61]2[CH2:57][CH2:56][N:64]([C:2]3[N:10]=[C:9]4[C:5]([N:6]=[CH:7][N:8]4[C@@H:11]4[CH2:15][C@H:14]([N:16]5[N:20]=[N:19][C:18]([CH2:21][CH3:22])=[N:17]5)[C@@H:13]([OH:23])[C@H:12]4[OH:24])=[C:4]([NH:25][CH2:26][CH:27]([C:28]4[CH:33]=[CH:32][CH:31]=[CH:30][CH:29]=4)[C:34]4[CH:39]=[CH:38][CH:37]=[CH:36][CH:35]=4)[N:3]=3)[CH2:63]2)[CH2:74][CH2:78][CH2:77][CH2:76]1 |f:1.2,4.5|. Reported procedure: This compound is prepared from (1R,2S,3R,5S)-3-[2-chloro-6-(2,2-diphenyl-ethylamino)-purin-9-yl]-5-(5-ethyl-tetrazol-2-yl)-cyclopentane-1,2-diol (Intermediate BA6) using a procedure analogous to that of (1R,2S,3R,5S)-3-[6-(2,2-diphenyl-ethylamino)-2-(2-piperidin-1-yl-ethylamino)-purin-9-yl]-5-(4-hydroxymethyl-pyrazol-1-yl)-cyclopentane-1,2-diol trifluoroacetate (Example 46) by replacing 1-(2-amino-ethyl)piperidine with (R)-[1,3′]bipyrrolidinyl (intermediate EB). MS (ES+) m/e 650.42 (MH+).